Dataset: the Open Reaction Database (ORD), a public repository of structured organic reaction records. Task: describe an organic reaction: reactants, conditions, products, and yield Starting materials: CCOC(=O)C (EtOAc), ClC1=NC=CC(=C1)NC1=CC(=C(C=C1)[N+](=O)[O-])F (2-chloro-N-(3-fluoro-4-nitro-phenyl)pyridin-4-amine), CI (methyl iodide), C(=O)([O-])[O-].[K+].[K+] (K2CO3). Run in CN(C)C=O (DMF), O (water). Product: ClC1=NC=CC(=C1)N(C)C1=CC(=C(C=C1)[N+](=O)[O-])F (2-chloro-N-(3-fluoro-4-nitro-phenyl)-N-methyl-pyridin-4-amine). Yield: 60.2%. Reaction SMILES: [Cl:1][C:2]1[CH:7]=[C:6]([NH:8][C:9]2[CH:14]=[CH:13][C:12]([N+:15]([O-:17])=[O:16])=[C:11]([F:18])[CH:10]=2)[CH:5]=[CH:4][N:3]=1.CI.[C:21]([O-])([O-])=O.[K+].[K+].CCOC(C)=O>CN(C=O)C.O>[Cl:1][C:2]1[CH:7]=[C:6]([N:8]([C:9]2[CH:14]=[CH:13][C:12]([N+:15]([O-:17])=[O:16])=[C:11]([F:18])[CH:10]=2)[CH3:21])[CH:5]=[CH:4][N:3]=1 |f:2.3.4|. Procedure: Add 2-chloro-N-(3-fluoro-4-nitro-phenyl)pyridin-4-amine (300 mg, 1.12 mmol), methyl iodide (174 mg, 1.23 mmol) and K2CO3 (201 mg, 1.45 mmol) in DMF (6 mL). Stir the reaction at 70° C. for 3 hrs. TLC (EtOAc:PE=1:1) shows the reaction is complete, cool the reaction to 0° C., add water, extract with EtOAc. Combine the organic layers. Wash with brine, dry over anhydrous Na2SO4. Concentrate to give the crude product. Purification by chromatography (silica gel, EtOAc:PE=1:1) affords the title compound... Starting materials: COC1=CC2=CC=C(C=C2C=C1)C1=CC(=CC(=C1)C1=CC2=CC=C(C=C2C=C1)OC)OC (2-methoxy-6-[3-methoxy-5-(6-methoxy-2-naphthyl)phenyl]naphthalene), B(Br)(Br)Br (boron tribromide). Yields the product OC=1C=C(C=C(C1)C1=CC2=CC=C(C=C2C=C1)O)C=1C=C2C=CC(=CC2=CC1)O (6-[3-Hydroxy-5-(6-hydroxy-2-naphthyl)phenyl]-2-naphthol). The yield is 99.0%. RXN SMILES: C[O:2][C:3]1[CH:12]=[CH:11][C:10]2[C:5](=[CH:6][CH:7]=[C:8]([C:13]3[CH:18]=[C:17]([C:19]4[CH:28]=[CH:27][C:26]5[C:21](=[CH:22][CH:23]=[C:24]([O:29]C)[CH:25]=5)[CH:20]=4)[CH:16]=[C:15]([O:31]C)[CH:14]=3)[CH:9]=2)[CH:4]=1.B(Br)(Br)Br>>[OH:31][C:15]1[CH:16]=[C:17]([C:19]2[CH:20]=[C:21]3[C:26](=[CH:27][CH:28]=2)[CH:25]=[C:24]([OH:29])[CH:23]=[CH:22]3)[CH:18]=[C:13]([C:8]2[CH:7]=[CH:6][C:5]3[C:10](=[CH:11][CH:12]=[C:3]([OH:2])[CH:4]=3)[CH:9]=2)[CH:14]=1. Procedure: The compound is prepared by reaction of 2-methoxy-6-[3-methoxy-5-(6-methoxy-2-naphthyl)phenyl]naphthalene (100 mg, 0.24 mmol, 1 eq) with boron tribromide solution (3.6 ml, 3.6 mmol, 15 eq) according to method G. Purification by column chromatography with hexane/ethyl acetate 9/1 yielded the desired product in a yield of 99%, 90 mg. Reactants: ClC1=C(C(=NC(=N1)C)NC1=CC=C(C=C1)CCO)[N+](=O)[O-] (2-{4-[(6-chloro-2-methyl-5-nitro-4-pyrimidinyl)amino]phenyl}ethanol), C(CC(=O)OCC)(=O)OCC (diethyl malonate), [OH-].[Na+] (NaOH). Solvent: CC(=O)C (acetone). Conditions: time 1 hour. Product: OCCC1=CC=C(C=C1)NC1=C(C(=NC(=N1)C)C(C(=O)OCC)C(=O)OCC)[N+](=O)[O-] (diethyl 2-(6-{[4-(2-Hydroxyethyl)phenyl]amino}-2-methyl-5-nitro-4-pyrimidinyl)propanedioate). Isolated yield 116.3%. Reaction SMILES: Cl[C:2]1[N:7]=[C:6]([CH3:8])[N:5]=[C:4]([NH:9][C:10]2[CH:15]=[CH:14][C:13]([CH2:16][CH2:17][OH:18])=[CH:12][CH:11]=2)[C:3]=1[N+:19]([O-:21])=[O:20].[C:22]([O:30][CH2:31][CH3:32])(=[O:29])[CH2:23][C:24]([O:26][CH2:27][CH3:28])=[O:25].[OH-].[Na+]>CC(C)=O>[OH:18][CH2:17][CH2:16][C:13]1[CH:14]=[CH:15][C:10]([NH:9][C:4]2[N:5]=[C:6]([CH3:8])[N:7]=[C:2]([CH:23]([C:24]([O:26][CH2:27][CH3:28])=[O:25])[C:22]([O:30][CH2:31][CH3:32])=[O:29])[C:3]=2[N+:19]([O-:21])=[O:20])=[CH:11][CH:12]=1 |f:2.3|. Procedure details: To a stirred solution of 2-{4-[(6-chloro-2-methyl-5-nitro-4-pyrimidinyl)amino]phenyl}ethanol (step 1, 2.0 g, 6.48 mmol) in acetone (61 ml) was added diethyl malonate (1.53 g, 9.54 mmol) at 0° C., then aqueous NaOH solution (11N, 2 ml, 22 mmol) was added dropwise over 20 min. After addition, the mixture was stirred at room temperature for 1 h. The reaction was quenched with water (120 ml), and the pH value was adjusted to 8.0 by addition of acetic acid. The whole was extracted with ethyl acetate ... Reactants: BrC1=CC=C(C=C1)C1=C(C(=NO1)C)CSCCC1=CC=CC=C1 (5-(4-bromo-phenyl)-3-methyl-4-phenethylsulfanylmethyl-isoxazole), C(C)OC(=O)CCC1=CC=C(C=C1)B(O)O ([4-(2-ethoxycarbonylethyl)phenyl]boronic acid). Yields the product C(C)OC(CCC1=CC=C(C=C1)C1=CC=C(C=C1)C1=C(C(=NO1)C)CSCCC1=CC=CC=C1)=O (3-[4′-(3-Methyl-4-phenethylsulfanylmethyl-isoxazol-5-yl)-biphenyl-4-yl]-propionic acid ethyl ester). RXN SMILES: Br[C:2]1[CH:7]=[CH:6][C:5]([C:8]2[O:12][N:11]=[C:10]([CH3:13])[C:9]=2[CH2:14][S:15][CH2:16][CH2:17][C:18]2[CH:23]=[CH:22][CH:21]=[CH:20][CH:19]=2)=[CH:4][CH:3]=1.[CH2:24]([O:26][C:27]([CH2:29][CH2:30][C:31]1[CH:36]=[CH:35][C:34](B(O)O)=[CH:33][CH:32]=1)=[O:28])[CH3:25]>>[CH2:24]([O:26][C:27](=[O:28])[CH2:29][CH2:30][C:31]1[CH:36]=[CH:35][C:34]([C:2]2[CH:7]=[CH:6][C:5]([C:8]3[O:12][N:11]=[C:10]([CH3:13])[C:9]=3[CH2:14][S:15][CH2:16][CH2:17][C:18]3[CH:23]=[CH:22][CH:21]=[CH:20][CH:19]=3)=[CH:4][CH:3]=2)=[CH:33][CH:32]=1)[CH3:25]. Procedure: Prepared according to the procedure described in Example 1, Step 7, using 5-(4-bromo-phenyl)-3-methyl-4-phenethylsulfanylmethyl-isoxazole and [4-(2-ethoxycarbonylethyl)phenyl]boronic acid. Starting materials: CCCO, CON, Cc1ccc(C)c(OCc2ccccc2C(=O)c2cc(C)no2)c1, Cl, O. Product: CON=C(c1cc(C)no1)c1ccccc1COc1cc(C)ccc1C. Reaction SMILES: [CH2:1]([OH:2])[CH2:3][CH3:4].[CH3:6][O:7][NH2:8].[CH3:9][c:10]1[n:11][o:12][c:13]([C:15](=[O:16])[c:17]2[c:18]([CH2:23][O:24][c:25]3[c:26]([CH3:32])[cH:27][cH:28][c:29]([CH3:31])[cH:30]3)[cH:19][cH:20][cH:21][cH:22]2)[cH:14]1.[ClH:5].[OH2:33]>>[CH3:6][O:7][N:8]=[C:15]([c:13]1[o:12][n:11][c:10]([CH3:9])[cH:14]1)[c:17]1[c:18]([CH2:23][O:24][c:25]2[c:26]([CH3:32])[cH:27][cH:28][c:29]([CH3:31])[cH:30]2)[cH:19][cH:20][cH:21][cH:22]1. The reactants are CC(=O)O[BH-](OC(C)=O)OC(C)=O, CC(=O)O, Cc1ccc(-c2nc(COC3CCCC(C=O)C3)c(C)o2)cc1, [Cl-], ClCCl, CC(C)C(N)C(=O)OC(C)(C)C, [NH4+], [Na+], O. The product is Cc1ccc(-c2nc(COC3CCCC(CNC(C(=O)OC(C)(C)C)C(C)C)C3)c(C)o2)cc1. As a reaction SMILES: [C:36]([O:37][BH-:38]([O:39][C:40](=[O:41])[CH3:42])[O:43][C:44](=[O:45])[CH3:46])(=[O:47])[CH3:48].[C:56]([OH:57])(=[O:58])[CH3:59].[CH3:1][c:2]1[c:3]([CH2:14][O:15][CH:16]2[CH2:17][CH:18]([CH:22]=[O:23])[CH2:19][CH2:20][CH2:21]2)[n:4][c:5](-[c:7]2[cH:8][cH:9][c:10]([CH3:13])[cH:11][cH:12]2)[o:6]1.[Cl-:50].[Cl:52][CH2:53][Cl:54].[NH2:24][CH:25]([CH:26]([CH3:27])[CH3:28])[C:29](=[O:30])[O:31][C:32]([CH3:33])([CH3:34])[CH3:35].[NH4+:51].[Na+:49].[OH2:55]>>[CH3:1][c:2]1[c:3]([CH2:14][O:15][CH:16]2[CH2:17][CH:18]([CH2:22][NH:24][CH:25]([CH:26]([CH3:27])[CH3:28])[C:29](=[O:30])[O:31][C:32]([CH3:33])([CH3:34])[CH3:35])[CH2:19][CH2:20][CH2:21]2)[n:4][c:5](-[c:7]2[cH:8][cH:9][c:10]([CH3:13])[cH:11][cH:12]2)[o:6]1. Starting materials: CC1COC2=C(O1)C=CC(=C2)C(=O)NN (methyl-2,3-dihydro-benzo[1,4]dioxine-6-carboxylic acid hydrazide), CC(C)(C(CC)=O)C (2,2 dimethyl pentan-3-one), C(#N)[BH3-].[Na+] (sodium cyanoborohydride), C(C)C(C(C)(C)C)=NNC(=O)C1=C(C2=C(OCCO2)C=C1)C (5-methyl-2,3-dihydro-benzo[1,4]dioxine-6-carboxylic acid (1-ethyl-2,2-dimethyl-propylidene)-hydrazide). Reagents/catalysts: C(C)(=O)O (acetic acid). Run in C(C)O (ethyl alcohol), C(C)(=O)O (acetic acid). Reaction conditions: time 3 hour. The product is C(C)C(C(C)(C)C)NNC(=O)C1=C(C2=C(OCCO2)C=C1)C (5-methyl-2,3-dihydro-benzo[1,4]dioxine-6-carboxylic acid N′-(1-ethyl-2,2-dimethyl-propyl)-hydrazide). As a reaction SMILES: CC1OC2C=CC(C(NN)=O)=CC=2OC1.CC(C)(C(=O)CC)C.[CH2:24]([C:26](=[N:31][NH:32][C:33]([C:35]1[CH:44]=[CH:43][C:38]2[O:39][CH2:40][CH2:41][O:42][C:37]=2[C:36]=1[CH3:45])=[O:34])[C:27]([CH3:30])([CH3:29])[CH3:28])[CH3:25].C([BH3-])#N.[Na+]>C(O)(=O)C.C(O)C>[CH2:24]([CH:26]([NH:31][NH:32][C:33]([C:35]1[CH:44]=[CH:43][C:38]2[O:39][CH2:40][CH2:41][O:42][C:37]=2[C:36]=1[CH3:45])=[O:34])[C:27]([CH3:30])([CH3:28])[CH3:29])[CH3:25] |f:3.4|. Reported procedure: 0.86 g (4.1 mmol) of -methyl-2,3-dihydro-benzo[1,4]dioxine-6-carboxylic acid hydrazide and 1.14 g (10 mmol) of 2,2 dimethyl pentan-3-one, 30 mL of ethyl alcohol and 20 drops of glacial acetic acid were refluxed for 6 hours. TLC indicated ca. a 60% conversion to 5-methyl-2,3-dihydro-benzo[1,4]dioxine-6-carboxylic acid (1-ethyl-2,2-dimethyl-propylidene)-hydrazide (Rf=0.40, 1:1 ethyl acetate:hexane). The reaction was cooled, 3 mL of glacial acetic acid followed by 0.63 g (10 mmol) of sodium cyanobo... The reactants are OC=1C=CC(=C(C1)C1=NC(=C(C(N1)=O)CC)CC)OCCC (2-(5-Hydroxy-2-n-propoxyphenyl)-5,6-diethylpyrimid-4(3H)-one), C(C)N=C=O (ethyl isocyanate). Product: C(C)NC(=O)OC1=CC(=C(C=C1)OCCC)C=1NC(C(=C(N1)CC)CC)=O (3-(4,5-Diethyl-1,6-dihydro-6-oxopyrimidin-2-yl)-4-n-propoxyphenyl ethylaminoformate). Reaction SMILES: [OH:1][C:2]1[CH:3]=[CH:4][C:5]([O:19][CH2:20][CH2:21][CH3:22])=[C:6]([C:8]2[NH:13][C:12](=[O:14])[C:11]([CH2:15][CH3:16])=[C:10]([CH2:17][CH3:18])[N:9]=2)[CH:7]=1.[CH2:23]([N:25]=[C:26]=[O:27])[CH3:24]>>[CH2:23]([NH:25][C:26]([O:1][C:2]1[CH:3]=[CH:4][C:5]([O:19][CH2:20][CH2:21][CH3:22])=[C:6]([C:8]2[NH:13][C:12](=[O:14])[C:11]([CH2:15][CH3:16])=[C:10]([CH2:17][CH3:18])[N:9]=2)[CH:7]=1)=[O:27])[CH3:24]. Procedure: The title compound was prepared by reacting the compound of example 81 with ethyl isocyanate in the same manner as that of example 35. 1H NMR (CDCl3) δ: 8.20 (1H, d), 7.25 (1H, dd), 6.99 (1H, d), 5.06 (1H, br), 4.14 (2H, t), 3.32 (2H, m), 2.66 (2H, q), 2.58 (2H, q), 1.98 (2H, m), 1.28 (3H, t), 1.22 (3H, t), 1.14 (3H, t), 1.13 (3H, t). Run in C(C)(=O)OCC (ethyl acetate), C(C)O (ethanol). Reaction SMILES: [OH-].[Na+].[CH3:3][N:4]1[CH:8]=[C:7]([C:9]2[CH:32]=[CH:31][C:12]3[N:13]([C:16]4[CH:17]=[C:18]([NH:27]C(=O)C)[CH:19]=[C:20]([N:22]5[CH:26]=[CH:25][CH:24]=[CH:23]5)[CH:21]=4)[CH:14]=[N:15][C:11]=3[CH:10]=2)[CH:6]=[N:5]1>C(O)C.C(OCC)(=O)C>[CH3:3][N:4]1[CH:8]=[C:7]([C:9]2[CH:32]=[CH:31][C:12]3[N:13]([C:16]4[CH:17]=[C:18]([CH:19]=[C:20]([N:22]5[CH:23]=[CH:24][CH:25]=[CH:26]5)[CH:21]=4)[NH2:27])[CH:14]=[N:15][C:11]=3[CH:10]=2)[CH:6]=[N:5]1 |f:0.1|. The yield is 68.0%. Yields the product CN1N=CC(=C1)C1=CC2=C(N(C=N2)C=2C=C(N)C=C(C2)N2C=CC=C2)C=C1 (3-(5-(1-methyl-1H-pyrazol-4-yl)-1H-benzo[d]imidazol-1-yl)-5-(1H-pyrrol-1-yl)aniline). Starting materials: [OH-].[Na+] (sodium hydroxide), CN1N=CC(=C1)C1=CC2=C(N(C=N2)C=2C=C(C=C(C2)N2C=CC=C2)NC(C)=O)C=C1 (N-(3-(5-(1-methyl-1H-pyrazol-4-yl)-1H-benzo[d]imidazol-1-yl)-5-(1H-pyrrol-1-yl)phenyl)acetamide). Reported procedure: A mixture of 20% sodium hydroxide (5 ml) and the compound of Example 87 (1.15 g, 2.9 mmol) in 25 ml ethanol was heated at 100° C. for 2 h. The mixture was diluted with ethyl acetate (100 ml) and the organic layer was washed with water (50 ml) and brine (25 ml). The solvent was removed under reduced pressure and the crude was purified by column chromatography over silica gel to give the product in 68% yield (0.7 g). Reactants: CC(C)(C)OC(=O)NC1C(=O)N(S(=O)(=O)O)C1C=CC(N)=O, COc1ccccc1, CCCCCC, [Na], O=C(O)C(F)(F)F. Yields the product NC(=O)C=CC1C(N)C(=O)N1S(=O)(=O)O. RXN SMILES: [C:2]([O:3][C:4](=[O:5])[NH:9][CH:10]1[C:11](=[O:23])[N:12]([S:19](=[O:20])(=[O:21])[OH:22])[CH:13]1[CH:14]=[CH:15][C:16]([NH2:17])=[O:18])([CH3:6])([CH3:7])[CH3:8].[CH3:31][O:32][c:33]1[cH:34][cH:35][cH:36][cH:37][cH:38]1.[CH3:39][CH2:40][CH2:41][CH2:42][CH2:43][CH3:44].[Na:1].[OH:24][C:25]([C:26]([F:27])([F:28])[F:29])=[O:30]>>[NH2:9][CH:10]1[C:11](=[O:23])[N:12]([S:19](=[O:20])(=[O:21])[OH:22])[CH:13]1[CH:14]=[CH:15][C:16]([NH2:17])=[O:18].